From a dataset of the Open Reaction Database (ORD), a public repository of structured organic reaction records. describe an organic reaction: reactants, conditions, products, and yield Reactants: C(C)(=O)NC=1C=C(C=CC1)OC (3-acetamidoanisol), [Al+3].[Cl-].[Cl-].[Cl-] (AlCl3), C(C)(=O)Cl (acetylchloride). As a reaction SMILES: [C:1]([NH:4][C:5]1[CH:6]=[C:7]([O:11]C)[CH:8]=[CH:9][CH:10]=1)(=[O:3])[CH3:2].[Al+3].[Cl-].[Cl-].[Cl-].[C:17](Cl)(=[O:19])[CH3:18]>ClCCCl>[C:17]([C:8]1[CH:9]=[CH:10][C:5]([NH:4][C:1](=[O:3])[CH3:2])=[CH:6][C:7]=1[OH:11])(=[O:19])[CH3:18] |f:1.2.3.4|. Procedure: 67.5 g (0.41 mol)3-acetamidoanisol are suspended in 200 ml 1,2-dichloroethane and cooled in an ice bath. 217 g (1.64 mol) AlCl3 and after it 38.5 g (0.49 mol) acetylchloride were added successively. Stirring was continued 1/2 hour. After 5 hours the reaction was quenched with ice and ethylacetate and water were added. The organic layer was seperated, washed with water, dried over MgSO4 and concentrated in vacuo. The residue was recrystallized from dioxane and water. Conditions: time 0.5 hour. Solvent: ClCCCl (1,2-dichloroethane). The product is C(C)(=O)C1=C(C=C(C=C1)NC(C)=O)O (N-(4-Acetyl-3-hydroxy-phenyl)-acetamide). Starting materials: CCCO, ClC(Cl)Cl, CCOCc1nc2c(N)nc3cc(Br)cnc3c2n1CCCON=C(C)C, [Na+], [Na+], O=C([O-])[O-], CC(=O)[O-], CC(=O)[O-], O, OB(O)c1ccccc1, [Pd+2], c1ccc(P(c2ccccc2)c2ccccc2)cc1. Product: CCOCc1nc2c(N)nc3cc(-c4ccccc4)cnc3c2n1CCCON=C(C)C. Reaction SMILES: [CH2:76]([OH:77])[CH2:78][CH3:79].[CH:71]([Cl:72])([Cl:73])[Cl:74].[NH2:1][c:2]1[n:3][c:4]2[cH:5][c:6]([Br:27])[cH:7][n:8][c:9]2[c:10]2[c:11]1[n:12][c:13]([CH2:23][O:24][CH2:25][CH3:26])[n:14]2[CH2:15][CH2:16][CH2:17][O:18][N:19]=[C:20]([CH3:21])[CH3:22].[Na+:56].[Na+:57].[O-:58][C:59](=[O:60])[O-:61].[O-:63][C:64]([CH3:65])=[O:66].[O-:67][C:68]([CH3:69])=[O:70].[OH2:75].[OH:28][B:29]([OH:30])[c:31]1[cH:32][cH:33][cH:34][cH:35][cH:36]1.[Pd+2:62].[c:37]1([P:38]([c:39]2[cH:40][cH:41][cH:42][cH:43][cH:44]2)[c:45]2[cH:46][cH:47][cH:48][cH:49][cH:50]2)[cH:51][cH:52][cH:53][cH:54][cH:55]1>>[NH2:1][c:2]1[n:3][c:4]2[cH:5][c:6](-[c:31]3[cH:32][cH:33][cH:34][cH:35][cH:36]3)[cH:7][n:8][c:9]2[c:10]2[c:11]1[n:12][c:13]([CH2:23][O:24][CH2:25][CH3:26])[n:14]2[CH2:15][CH2:16][CH2:17][O:18][N:19]=[C:20]([CH3:21])[CH3:22]. The reactants are COC1=C(C=CC(=C1C)C(F)(F)F)C=1OCC(N1)(C)C (2-(2-methoxy-3-methyl-4-trifluoromethyl-phenyl)-4,4-dimethyl-4,5-dihydro-oxazole), C(C)[Mg]Cl (ethylmagnesium chloride). The solvent is C1CCOC1 (THF), C1CCOC1 (THF). Conditions: time 1 hour. The product is C(C)C1=C(C=CC(=C1C)C(F)(F)F)C=1OCC(N1)(C)C (2-(2-Ethyl-3-methyl-4-trifluoromethyl-phenyl)-4,4-dimethyl-4,5-dihydro-oxazole). RXN SMILES: CO[C:3]1[C:8]([CH3:9])=[C:7]([C:10]([F:13])([F:12])[F:11])[CH:6]=[CH:5][C:4]=1[C:14]1[O:15][CH2:16][C:17]([CH3:20])([CH3:19])[N:18]=1.[CH2:21]([Mg]Cl)[CH3:22]>C1COCC1>[CH2:21]([C:3]1[C:8]([CH3:9])=[C:7]([C:10]([F:13])([F:12])[F:11])[CH:6]=[CH:5][C:4]=1[C:14]1[O:15][CH2:16][C:17]([CH3:20])([CH3:19])[N:18]=1)[CH3:22]. Procedure details: To a cooled solution of 355 mg (1.17 mmol) 2-(2-methoxy-3-methyl-4-trifluoromethyl-phenyl)-4,4-dimethyl-4,5-dihydro-oxazole in 4 ml THF were added at <10° C. drop-wise over 20 min 2.35 ml (4.7 mmol) 2M ethylmagnesium chloride solution in THF. The resulting brown solution was stirred at ambient temperature for 1 h, then quenched with saturated aqueous NH4Cl solution (cooling with ice bath) and extracted three times with tert-butyl methyl ether. The combined organic phases were washed three times ... Starting materials: C(#CC=C)C1=CN(C=2N=C(N=C(C21)Cl)N)CC2=NC=C(C(=C2C)OC)C (5-(but-3-en-1-ynyl)-4-chloro-7-((4-methoxy-3,5-dimethylpyridin-2-yl)methyl)-7H-pyrrolo [2,3-d]pyrimidin-2-amine), CC[C@@H]1CN2CC[C@@H]1C[C@@H]2[C@@H](C3=C4C=C(C=CC4=NC=C3)OC)OC5=NN=C(C6=CC=CC=C65)O[C@@H]([C@H]7C[C@@H]8CCN7C[C@@H]8CC)C9=C1C=C(C=CC1=NC=C9)OC (AD-mix-α), CC(C)(C)O.C1CCOC1.O (t-BuOH THF water). Product: NC=1N=C(C2=C(N1)N(C=C2C#C[C@@H](CO)O)CC2=NC=C(C(=C2C)OC)C)Cl ((S)-4-(2-amino-4-chloro-7-((4-methoxy-3,5-dimethylpyridin-2-yl)methyl)-7H-pyrrolo[2,3-d]pyrimidin-5-yl)but-3-yne-1,2-diol). As a reaction SMILES: [C:1]([C:5]1[C:13]2[C:12]([Cl:14])=[N:11][C:10]([NH2:15])=[N:9][C:8]=2[N:7]([CH2:16][C:17]2[C:22]([CH3:23])=[C:21]([O:24][CH3:25])[C:20]([CH3:26])=[CH:19][N:18]=2)[CH:6]=1)#CC=C.CC[C@H]1[C@H]2C[C@H]([C@H](OC3C4C(=CC=CC=4)C(O[C@H](C4C=CN=C5C=4C=C(OC)C=C5)[C@@H]4N5C[C@H](CC)[C@@H](CC5)C4)=NN=3)C3C=CN=C4C=3C=C([O:48]C)C=C4)N(CC2)C1.C[C:86]([OH:89])([CH3:88])[CH3:87].C1COCC1.O>>[NH2:15][C:10]1[N:11]=[C:12]([Cl:14])[C:13]2[C:5]([C:1]#[C:87][C@H:86]([OH:89])[CH2:88][OH:48])=[CH:6][N:7]([CH2:16][C:17]3[C:22]([CH3:23])=[C:21]([O:24][CH3:25])[C:20]([CH3:26])=[CH:19][N:18]=3)[C:8]=2[N:9]=1 |f:2.3.4|. Procedure details: Treatment of 5-(but-3-en-1-ynyl)-4-chloro-7-((4-methoxy-3,5-dimethylpyridin-2-yl)methyl)-7H-pyrrolo [2,3-d]pyrimidin-2-amine (see example 46) (35 mg) with AD-mix-α (Aldrich, 540 mg) in t-BuOH:THF:water 1:1:1 (6 mL) at rt overnight, followed by work-up and reverse-phase preparative HPLC gave the title compound (10 mg), as a solid. HPLC Rt=4.13 min